This data is from the Open Reaction Database (ORD), a public repository of structured organic reaction records. The task is: describe an organic reaction: reactants, conditions, products, and yield The reactants are C1CCOC1, CCOC(C)=O, CC(=O)[O-], CC(=O)c1ccc(F)nc1F, NO, [Na+], O, O=S(=O)(O)O. Yields the product CC(=NO)c1ccc(F)nc1F. As a reaction SMILES: [CH2:25]1[O:26][CH2:27][CH2:28][CH2:29]1.[CH3:30][CH2:31][O:32][C:33](=[O:34])[CH3:35].[CH3:9][C:10](=[O:11])[O-:12].[F:13][c:14]1[n:15][c:16]([F:23])[cH:17][cH:18][c:19]1[C:20]([CH3:21])=[O:22].[NH2:6][OH:7].[Na+:8].[OH2:24].[S:1]([OH:2])([OH:3])(=[O:4])=[O:5]>>[N:6]([OH:7])=[C:20]([c:19]1[c:14]([F:13])[n:15][c:16]([F:23])[cH:17][cH:18]1)[CH3:21]. Reactants: ClC=1N=C(C2=C(N1)C1=C(S2)N=C(C=C1C)C1=CC(=C(C=C1)OC)OC)Cl (2,4-dichloro-7-(3,4-dimethoxyphenyl)-9-methyl-pyrido[3′,2′:4,5]-thieno[3,2-d]pyrimidine), C[O-].[Na+] (sodium methylate), C(C)O (ethanol). Yields the product ClC=1N=C(C2=C(N1)C1=C(S2)N=C(C=C1C)C1=CC(=C(C=C1)OC)OC)OCC (2-chloro-4-ethoxy-7-(3,4-dimethoxyphenyl)-9-methyl-pyrido[3′,2′:4,5]-thieno[3,2-d]pyrimidine). Yield: 90.0%. RXN SMILES: [Cl:1][C:2]1[N:3]=[C:4](Cl)[C:5]2[S:10][C:9]3[N:11]=[C:12]([C:16]4[CH:21]=[CH:20][C:19]([O:22][CH3:23])=[C:18]([O:24][CH3:25])[CH:17]=4)[CH:13]=[C:14]([CH3:15])[C:8]=3[C:6]=2[N:7]=1.C[O-].[Na+].[CH2:30]([OH:32])[CH3:31]>>[Cl:1][C:2]1[N:3]=[C:4]([O:32][CH2:30][CH3:31])[C:5]2[S:10][C:9]3[N:11]=[C:12]([C:16]4[CH:21]=[CH:20][C:19]([O:22][CH3:23])=[C:18]([O:24][CH3:25])[CH:17]=4)[CH:13]=[C:14]([CH3:15])[C:8]=3[C:6]=2[N:7]=1 |f:1.2|. Procedure: 1.5 g (3.7 mmol) 2,4-dichloro-7-(3,4-dimethoxyphenyl)-9-methyl-pyrido[3′,2′:4,5]-thieno[3,2-d]pyrimidine and 0.7 g (11.1 mmol) sodium methylate are added by stirring to 50 ml absolute ethanol at room temperature for 24 h. Then, the precipitate is sucked off, washed with about 40 ml water, suck dried and dried in vacuo at 50° C. 1.38 g (90%) 2-chloro-4-ethoxy-7-(3,4-dimethoxyphenyl)-9-methyl-pyrido[3′,2′:4,5]-thieno[3,2-d]pyrimidine is obtained. Reactants: C(N)(=S)COC=1C=C(C=O)C=CC1 (3-(thiocarbamoylmethoxy)benzaldehyde), C(C)(C)C(=O)C (methyl isopropyl ketone), Br.CC(=O)O (HBr AcOH), BrBr (bromine), C(O)([O-])=O.[Na+] (sodium hydrogen carbonate). The solvent is O (water), CO (methanol), O (Water). Run at time 2 hour. Product: C(C)(C)C=1N=C(SC1)COC=1C=C(C=O)C=CC1 (3-[(4-isopropyl-2-thiazolyl)methoxy]benzaldehyde). The yield is 68.0%. RXN SMILES: [CH:1]([C:4]([CH3:6])=O)([CH3:3])[CH3:2].Br.CC(O)=O.BrBr.[C:14]([CH2:17][O:18][C:19]1[CH:20]=[C:21]([CH:24]=[CH:25][CH:26]=1)[CH:22]=[O:23])(=[S:16])[NH2:15].C(=O)([O-])O.[Na+]>CO.O>[CH:1]([C:4]1[N:15]=[C:14]([CH2:17][O:18][C:19]2[CH:20]=[C:21]([CH:24]=[CH:25][CH:26]=2)[CH:22]=[O:23])[S:16][CH:6]=1)([CH3:3])[CH3:2] |f:1.2,5.6|. Procedure: Then, 32.9 g (0.38 mol) of methyl isopropyl ketone was dissolved in 291 ml of methanol and mixed with 2.9 ml of 25% HBr-AcOH under cooling with ice. 18.7 ml (0.36 mol) of bromine was added dropwise under cooling with ice, and the reaction solution was stirred for 2 hours. The reaction solution was stirred together with water at room temperature for 30 minutes and then together with 3-(thiocarbamoylmethoxy)benzaldehyde at room temperature for 5.5 hours. Water and saturated sodium hydrogen carbona... Starting materials: [N+](=O)([O-])C1=C(C=CC=C1)N1[C@H](C(=O)O)CCC1 (1-(2-nitrophenyl)-L-proline). The reagents and catalysts are [C].[Pd] (palladium-carbon). The solvent is CO (methanol). Product: C1CC[C@@H]2N1C1=CC=CC=C1NC2=O ((3aS)-1,2,3,3a,4,5-Hexahydro-Pyrrolo[1,2-a]Quinoxalin-4-One). The yield is 83.7%. As a reaction SMILES: [N+:1]([C:4]1[CH:9]=[CH:8][CH:7]=[CH:6][C:5]=1[N:10]1[CH2:17][CH2:16][CH2:15][C@H:11]1[C:12](O)=[O:13])([O-])=O>[C].[Pd].CO>[CH2:17]1[N:10]2[C:5]3[C:4]([NH:1][C:12](=[O:13])[C@@H:11]2[CH2:15][CH2:16]1)=[CH:9][CH:8]=[CH:7][CH:6]=3 |f:1.2|. Procedure details: The 1-(2-nitrophenyl)-L-proline (1.56 g) obtained in Reference Example 1 was catalytically reduced at ordinary temperature, in the presence of 0.6 g of a 10% palladium-carbon catalyst, in 150 ml of methanol. After completion of the reaction, the catalyst was removed and then the reaction solution was concentrated to dryness to give 1.04 g (yield 83.3%) of the title compound. The reactants are BrCC1CC1, CON(C)C(=O)c1cccc(Br)c1, C1CCOC1, [Mg]. Yields the product C=CCCC(=O)c1cccc(Br)c1. As a reaction SMILES: [Br:2][CH2:3][CH:4]1[CH2:5][CH2:6]1.[Br:7][c:8]1[cH:9][c:10]([C:11](=[O:12])[N:13]([O:14][CH3:15])[CH3:16])[cH:17][cH:18][cH:19]1.[CH2:20]1[O:21][CH2:22][CH2:23][CH2:24]1.[Mg:1]>>[CH2:3]=[CH:4][CH2:5][CH2:6][C:11]([c:10]1[cH:9][c:8]([Br:7])[cH:19][cH:18][cH:17]1)=[O:12]. The reactants are O=C([O-])[O-], CN(C)C=O, Cl, [K+], [K+], COC(=O)CCCOc1ccc(Nc2ccccc2)cc1. Product: O=C(O)CCCOc1ccc(Nc2ccccc2)cc1. As a reaction SMILES: [C:22](=[O:23])([O-:24])[O-:25].[CH3:29][N:30]([CH3:31])[CH:32]=[O:33].[ClH:28].[K+:26].[K+:27].[NH:1]([c:2]1[cH:3][cH:4][cH:5][cH:6][cH:7]1)[c:8]1[cH:9][cH:10][c:11]([O:12][CH2:13][CH2:14][CH2:15][C:16](=[O:17])[O:18][CH3:19])[cH:20][cH:21]1>>[NH:1]([c:2]1[cH:3][cH:4][cH:5][cH:6][cH:7]1)[c:8]1[cH:9][cH:10][c:11]([O:12][CH2:13][CH2:14][CH2:15][C:16](=[O:17])[OH:18])[cH:20][cH:21]1. Starting materials: II (iodine), N([C@@H](CS)C(=O)O)C(=O)OC(C)(C)C (Boc-L-Cys-OH), [OH-].[Na+] (sodium hydroxide), CC(C)S (2-propane thiol), Cl (HCl). The solvent is CCO (EtOH), O.C1CCOC1 (H2O THF). Conditions: time 1 day. Product: C(C)(C)(C)OC(=O)N[C@H](C(=O)O)CSSC(C)C ((R)-2-((tert-butoxycarbonyl)amino)-3-(isopropyldisulfanyl)propanoic acid). The yield is 49.3%. RXN SMILES: [NH:1]([C:8]([O:10][C:11]([CH3:14])([CH3:13])[CH3:12])=[O:9])[C@H:2]([C:5]([OH:7])=[O:6])[CH2:3][SH:4].[OH-].[Na+].[CH3:17][CH:18]([SH:20])[CH3:19].II.Cl>O.C1COCC1.CCO>[C:11]([O:10][C:8]([NH:1][C@@H:2]([CH2:3][S:4][S:20][CH:18]([CH3:19])[CH3:17])[C:5]([OH:7])=[O:6])=[O:9])([CH3:14])([CH3:13])[CH3:12] |f:1.2,6.7|. Reported procedure: Boc-L-Cys-OH (221 mg, 1.0 mmol) was dissolved in H2O/THF (50% v/v, 20 mL). To the solution was added 10 N sodium hydroxide aq. (1.2 mL, 12 mmol) and 2-propane thiol (929 uL, 10 mmol) at 0° C. Then, a solution of iodine in 95% EtOH was added dropwise until the color of the reaction system changed from colorless to brown. The mixture was stirred for 1 d with warming to room temperature. After removing THF under reduced pressure, reaction mixture was neutralized by 1 N HCl aq. until pH 2-3. The sol... Yields the product CNC(=O)c1ccccc1Nc1nc(Nc2ccc3c(c2)CCN(CC(O)C(F)(F)F)CC3)ncc1Cl. Starting materials: C1COCCO1, CCOCC, COCCO, CO, CNC(=O)c1ccccc1Nc1nc(Cl)ncc1Cl, ClCCl, ClCCl, Cl, Nc1ccc2c(c1)CCN(CC(O)C(F)(F)F)CC2, O=C([O-])[O-]. Reaction SMILES: [CH2:40]1[O:41][CH2:42][CH2:43][O:44][CH2:45]1.[CH2:51]([O:52][CH2:53][CH3:54])[CH3:55].[CH3:46][O:47][CH2:48][CH2:49][OH:50].[CH3:66][OH:67].[Cl:20][c:21]1[n:22][cH:23][c:24]([Cl:38])[c:25]([NH:27][c:28]2[c:29]([C:30](=[O:31])[NH:32][CH3:33])[cH:34][cH:35][cH:36][cH:37]2)[n:26]1.[Cl:56][CH2:57][Cl:58].[Cl:63][CH2:64][Cl:65].[ClH:39].[NH2:1][c:2]1[cH:3][c:4]2[c:5]([cH:18][cH:19]1)[CH2:6][CH2:7][N:8]([CH2:11][CH:12]([C:13]([F:14])([F:15])[F:16])[OH:17])[CH2:9][CH2:10]2.[O-:59][C:60](=[O:61])[O-:62]>>[NH:1]([c:2]1[cH:3][c:4]2[c:5]([cH:18][cH:19]1)[CH2:6][CH2:7][N:8]([CH2:11][CH:12]([C:13]([F:14])([F:15])[F:16])[OH:17])[CH2:9][CH2:10]2)[c:21]1[n:22][cH:23][c:24]([Cl:38])[c:25]([NH:27][c:28]2[c:29]([C:30](=[O:31])[NH:32][CH3:33])[cH:34][cH:35][cH:36][cH:37]2)[n:26]1. Reaction SMILES: [Br:1][c:2]1[cH:3][c:4]([C:5](=[O:6])[OH:7])[cH:8][cH:9][c:10]1[OH:11].[C:21](=[O:22])([O-:23])[O-:24].[ClH:27].[Cs+:25].[Cs+:26].[O:28]=[CH:29][N:30]([CH3:31])[CH3:32].[OH2:33].[OH:12][B:13]([OH:14])[c:15]1[cH:16][cH:17][cH:18][cH:19][cH:20]1>>[c:2]1(-[c:15]2[cH:16][cH:17][cH:18][cH:19][cH:20]2)[cH:3][c:4]([C:5](=[O:6])[OH:7])[cH:8][cH:9][c:10]1[OH:11]. Starting materials: O=C(O)c1ccc(O)c(Br)c1, O=C([O-])[O-], Cl, [Cs+], [Cs+], CN(C)C=O, O, OB(O)c1ccccc1. The product is O=C(O)c1ccc(O)c(-c2ccccc2)c1.